The task is: describe an organic reaction: reactants, conditions, products, and yield. This data is from the Open Reaction Database (ORD), a public repository of structured organic reaction records. The reactants are C(CCCCCCCCCCC)N1N=C(N=N1)CC(=O)O (2-dodecyltetrazoleacetic acid), BrBr (bromine). The solvent is C(C)(=O)OCC (ethyl acetate), C(Cl)(Cl)(Cl)Cl (carbon tetrachloride). Run at temperature 45 celsius, time 5 hour. Product: BrC(C(=O)O)C=1N=NN(N1)CCCCCCCCCCCC (α-bromo-2-dodecyltetrazoleacetic acid). Isolated yield 89.4%. Reaction SMILES: [CH2:1]([N:13]1[N:17]=[N:16][C:15]([CH2:18][C:19]([OH:21])=[O:20])=[N:14]1)[CH2:2][CH2:3][CH2:4][CH2:5][CH2:6][CH2:7][CH2:8][CH2:9][CH2:10][CH2:11][CH3:12].[Br:22]Br>C(Cl)(Cl)(Cl)Cl.C(OCC)(=O)C>[Br:22][CH:18]([C:15]1[N:16]=[N:17][N:13]([CH2:1][CH2:2][CH2:3][CH2:4][CH2:5][CH2:6][CH2:7][CH2:8][CH2:9][CH2:10][CH2:11][CH3:12])[N:14]=1)[C:19]([OH:21])=[O:20]. Procedure details: The 2-dodecyltetrazoleacetic acid (4.7 g, 15.8 mmol) was suspended in carbon tetrachloride (5 mL) and warmed to 45° C. The solution was diluted by dropwise addition of bromine (2.6 g, 16.3 mmol), and the mixture was further heated to reflux with stirring for 5 hours. The solution was cooled to room temperature, diluted with 50 mL of ethyl acetate, washed with brine, dried (MgSO4), and filtered. The filtrate was concentrated in vacuo to give α-bromo-2-dodecyltetrazoleacetic acid (5.3 g, 86%) as a... Reaction SMILES: C[C:2]([O:15][CH3:16])([C:6]([CH3:14])([C:8]1[CH:13]=[CH:12][CH:11]=[CH:10][CH:9]=1)[CH3:7])[C:3]([OH:5])=[O:4].O.O.[OH-].[Li+]>CO.O1CCCC1>[CH3:16][O:15][CH:2]([C:6]([CH3:14])([C:8]1[CH:9]=[CH:10][CH:11]=[CH:12][CH:13]=1)[CH3:7])[C:3]([OH:5])=[O:4] |f:2.3.4|. Run in CO (methanol), O1CCCC1 (tetrahydrofuran). Reactants: CC(C(=O)O)(C(C)(C1=CC=CC=C1)C)OC (methyl 2-methoxy-3-methyl-3-phenylbutanoic acid), solid, O (water), O.[OH-].[Li+] (lithium hydroxide monohydrate). Product: COC(C(=O)O)C(C)(C1=CC=CC=C1)C (2-methoxy-3-methyl-3-phenylbutanoic acid). Procedure: According to General Procedure II, methyl 2-methoxy-3-methyl-3-phenylbutanoic acid (0.49 g, 2.2 mmol, from Reference Example 38) is dissolved in methanol (10 mL) and tetrahydrofuran (10 mL). To this solution is added water (5 mL) and lithium hydroxide monohydrate (0.18 g, 4.4 mmol), and the resulting mixture is stirred at 60° C. for 16 hours. Solvents are removed in vacuo and the residue is then dissolved in water. The solution is acidified to pH 1 with 10% aqueous hydrochloric acid solution and... Reaction conditions: temperature 60 celsius, time 16 hour. The reactants are OC(C(C)C)C=1C=C(C(=O)O)C=CC1 (3-(1-hydroxy-2-methylpropyl)benzoic acid), O-(7-azabenzotriazol-1-yl)-N,N,N,N-tetramethyl uronium hexafluorophosphate, C(C)N(C(C)C)C(C)C (N-ethyl-N-isopropylpropan-2-amine), C(C)(C)(C)N (tert-butylamine). Run in CN(C=O)C (N,N-dimethylformamide). Yields the product C(C)(C)(C)NC(C1=CC(=CC=C1)C(C(C)C)O)=O (N-tert-Butyl-3-(1-hydroxy-2-methylpropyl)benzamide). Yield: 82.5%. RXN SMILES: [OH:1][CH:2]([C:6]1[CH:7]=[C:8]([CH:12]=[CH:13][CH:14]=1)[C:9]([OH:11])=O)[CH:3]([CH3:5])[CH3:4].C(N(C(C)C)C(C)C)C.[C:24]([NH2:28])([CH3:27])([CH3:26])[CH3:25]>CN(C)C=O>[C:24]([NH:28][C:9](=[O:11])[C:8]1[CH:12]=[CH:13][CH:14]=[C:6]([CH:2]([OH:1])[CH:3]([CH3:4])[CH3:5])[CH:7]=1)([CH3:27])([CH3:26])[CH3:25]. Procedure details: A mixture of 3-(1-hydroxy-2-methylpropyl)benzoic acid (677 mg, 3.49 mmol), O-(7-azabenzotriazol-1-yl)-N,N,N,N-tetramethyl uronium hexafluorophosphate (1.73 g, 4.54 mmol), N-ethyl-N-isopropylpropan-2-amine (1.21 mL, 6.97 mmol) and tert-butylamine (510 mg, 6.97 mmol) in N,N-dimethylformamide (12.0 mL) was subjected to microwave irradiation at 100° C. for 10 minutes. The reaction mixture was concentrated under vacuum and purified with silica column chromatography (eluting with 9% to 33% ethyl aceta... As a reaction SMILES: [C:1]([CH3:2])([CH3:3])([CH3:4])[CH:5]([C:6](=[O:7])[O-:8])[c:9]1[c:10]2[c:11]([N+:24](=[O:25])[O-:26])[cH:12][n:13]([CH2:18][C:19](=[O:20])[O:21][CH2:22][CH3:23])[c:14]2[cH:15][cH:16][cH:17]1.[Cl:34][CH2:35][Cl:36].[F:27][C:28]([F:29])([F:30])[C:31]([OH:32])=[O:33]>>[CH2:5]([C:6](=[O:7])[OH:8])[c:9]1[c:10]2[c:11]([N+:24](=[O:25])[O-:26])[cH:12][n:13]([CH2:18][C:19](=[O:20])[O:21][CH2:22][CH3:23])[c:14]2[cH:15][cH:16][cH:17]1. Product: CCOC(=O)Cn1cc([N+](=O)[O-])c2c(CC(=O)O)cccc21. Reactants: CCOC(=O)Cn1cc([N+](=O)[O-])c2c(C(C(=O)[O-])C(C)(C)C)cccc21, ClCCl, O=C(O)C(F)(F)F. Reactants: CC1CN(C2(C)CCN(C(=O)OC(C)(C)C)CC2)CCN1C1CCc2cc(Br)ccc21, Cl, C1COCCO1. Product: CC1CN(C2(C)CCNCC2)CCN1C1CCc2cc(Br)ccc21. Reaction SMILES: [Br:1][c:2]1[cH:3][c:4]2[c:8]([cH:9][cH:10]1)[CH:7]([N:11]1[CH:12]([CH3:31])[CH2:13][N:14]([C:17]3([CH3:30])[CH2:18][CH2:19][N:20]([C:23]([O:24][C:25]([CH3:26])([CH3:27])[CH3:28])=[O:29])[CH2:21][CH2:22]3)[CH2:15][CH2:16]1)[CH2:6][CH2:5]2.[ClH:32].[O:33]1[CH2:34][CH2:35][O:36][CH2:37][CH2:38]1>>[Br:1][c:2]1[cH:3][c:4]2[c:8]([cH:9][cH:10]1)[CH:7]([N:11]1[CH:12]([CH3:31])[CH2:13][N:14]([C:17]3([CH3:30])[CH2:18][CH2:19][NH:20][CH2:21][CH2:22]3)[CH2:15][CH2:16]1)[CH2:6][CH2:5]2. Reactants: CC(C)(C)[Si](C)(C)N1C(=O)CC1CC(O)CC(=O)OCc1ccccc1, CCO, [Pd]. Yields the product CC(C)(C)[Si](C)(C)N1C(=O)CC1CC(O)CC(=O)O. RXN SMILES: [C:1]([CH3:2])([CH3:3])([CH3:4])[Si:5]([N:6]1[C:7](=[O:24])[CH2:8][CH:9]1[CH2:10][CH:11]([CH2:12][C:13](=[O:14])[O:15][CH2:16][c:17]1[cH:18][cH:19][cH:20][cH:21][cH:22]1)[OH:23])([CH3:25])[CH3:26].[CH3:28][CH2:29][OH:30].[Pd:27]>>[C:1]([CH3:2])([CH3:3])([CH3:4])[Si:5]([N:6]1[C:7](=[O:24])[CH2:8][CH:9]1[CH2:10][CH:11]([CH2:12][C:13](=[O:14])[OH:15])[OH:23])([CH3:25])[CH3:26].